This data is from the Open Reaction Database (ORD), a public repository of structured organic reaction records. The task is: describe an organic reaction: reactants, conditions, products, and yield Starting materials: CCOc1cc(C(C)(C)C)ncc1C1=NC(C)(c2ccc(Cl)cc2)C(C)(c2ccc(Cl)cc2)N1C(=O)Cl, CC(C)(C)OC(=O)NC1CCNC1. Product: CCOc1cc(C(C)(C)C)ncc1C1=NC(C)(c2ccc(Cl)cc2)C(C)(c2ccc(Cl)cc2)N1C(=O)N1CCC(NC(=O)OC(C)(C)C)C1. Reaction SMILES: [C:1]([CH3:2])([CH3:3])([CH3:4])[c:5]1[cH:6][c:7]([O:35][CH2:36][CH3:37])[c:8]([C:11]2=[N:15][C:14]([CH3:16])([c:17]3[cH:18][cH:19][c:20]([Cl:23])[cH:21][cH:22]3)[C:13]([CH3:24])([c:25]3[cH:26][cH:27][c:28]([Cl:31])[cH:29][cH:30]3)[N:12]2[C:32](=[O:33])[Cl:34])[cH:9][n:10]1.[C:38]([CH3:39])([CH3:40])([CH3:41])[O:42][C:43]([NH:44][CH:45]1[CH2:46][NH:47][CH2:48][CH2:49]1)=[O:50]>>[C:1]([CH3:2])([CH3:3])([CH3:4])[c:5]1[cH:6][c:7]([O:35][CH2:36][CH3:37])[c:8]([C:11]2=[N:15][C:14]([CH3:16])([c:17]3[cH:18][cH:19][c:20]([Cl:23])[cH:21][cH:22]3)[C:13]([CH3:24])([c:25]3[cH:26][cH:27][c:28]([Cl:31])[cH:29][cH:30]3)[N:12]2[C:32](=[O:33])[N:47]2[CH2:46][CH:45]([NH:44][C:43]([O:42][C:38]([CH3:39])([CH3:40])[CH3:41])=[O:50])[CH2:49][CH2:48]2)[cH:9][n:10]1. The reactants are CNC(C)=O (N-methylacetamide), BrCCCCCCBr (1,6-dibromohexane), O (water), oil, [H-].[Na+] (sodium hydride). Run in C1CCOC1 (THF), C1CCOC1 (THF). The product is CN(C(C)=O)CCCCCCN(C(C)=O)C (N,N'-dimethyl-N,N'-hexamethylenebis[acetamide]). The yield is 53.0%. As a reaction SMILES: [H-].[Na+].[CH3:3][NH:4][C:5](=[O:7])[CH3:6].Br[CH2:9][CH2:10][CH2:11][CH2:12][CH2:13][CH2:14]Br.[OH2:16]>C1COCC1>[CH3:3][N:4]([CH2:9][CH2:10][CH2:11][CH2:12][CH2:13][CH2:14][N:4]([CH3:3])[C:5](=[O:16])[CH3:6])[C:5](=[O:7])[CH3:6] |f:0.1|. Procedure details: To a 50% oil suspension of sodium hydride (3.36 grams, 70 mmol) in dry THF (5.0 grams, 69 mL) under nitrogen was added N-methylacetamide (5.0 grams, 69 mmol) in 10 mL THF, and the mixture was refluxed for five hours. Then, 6.0 grams (24 mmol) of 1,6-dibromohexane was added, and the resulting mixture was refluxed for an additional two hours. Two hundred milliliters of cold water was added, and the aqueous phase was extracted with 100 mL of chloroform three times. The organic layer was washed with... Reactants: ClC1=CC=CC=2CC3=C(C(N(C3)[C@H](C(=O)O)CC(C)C)=O)OC12 ((S)-2-(5-chloro-3-oxo-3,9-dihydro-1H-chromeno[2,3-c]pyrrol-2-yl)-4-methyl-pentanoic acid), NC=1SC=CN1 (2-aminothiazole), N-ethyl-N-dimethyaminopropyl carbodiimide hydrochloride, ON1N=NC2=C1C=CC=C2 (N-hydroxybenzotriazole). The solvent is C(Cl)Cl (methylene chloride), O (water). The product is S1C(=NC=C1)NC([C@H](CC(C)C)N1C(C2=C(C1)CC=1C=CC=C(C1O2)Cl)=O)=O ((S)-2-(5-chloro-3-oxo-3,9-dihydro-1H-chromeno[2,3-c]pyrrol-2-yl)-4-methyl-pentanoic acid thiazol-2-ylamide). The yield is 99.1%. RXN SMILES: [Cl:1][C:2]1[C:23]2[O:22][C:9]3[C:10](=[O:21])[N:11]([C@@H:13]([CH2:17][CH:18]([CH3:20])[CH3:19])[C:14](O)=[O:15])[CH2:12][C:8]=3[CH2:7][C:6]=2[CH:5]=[CH:4][CH:3]=1.[NH2:24][C:25]1[S:26][CH:27]=[CH:28][N:29]=1.ON1C2C=CC=CC=2N=N1>C(Cl)Cl.O>[S:26]1[CH:27]=[CH:28][N:29]=[C:25]1[NH:24][C:14](=[O:15])[C@@H:13]([N:11]1[CH2:12][C:8]2[CH2:7][C:6]3[CH:5]=[CH:4][CH:3]=[C:2]([Cl:1])[C:23]=3[O:22][C:9]=2[C:10]1=[O:21])[CH2:17][CH:18]([CH3:19])[CH3:20]. Procedure details: A solution of (S)-2-(5-chloro-3-oxo-3,9-dihydro-1H-chromeno[2,3-c]pyrrol-2-yl)-4-methyl-pentanoic acid (130 mg, 0.35 mmol) (Example 22, Step 1c), commercially available 2-aminothiazole (47 mg, 0.36 mmol), N-ethyl-N-dimethyaminopropyl carbodiimide hydrochloride (EDCI. HCl) (82 mg, 0.43 mmol), and N-hydroxybenzotriazole (HOBt) (57 mg, 0.43 mmol) in methylene chloride (15 mL) was stirred for 16 hours at 25° C. The reaction mixture was diluted with water and extracted with ethyl acetate (3×). The co... As a reaction SMILES: [CH3:13][Al:14]([CH3:15])[CH3:16].[CH3:1][O:2][c:3]1[cH:4][c:5]([CH2:6][NH2:7])[cH:8][cH:9][c:10]1[O:11][CH3:12].[CH3:41][c:42]1[cH:43][cH:44][cH:45][cH:46][cH:47]1.[CH3:48][CH2:49][O:50][C:51](=[O:52])[CH3:53].[F:17][c:18]1[n:19][cH:20][c:21]([CH3:40])[cH:22][c:23]1-[c:24]1[cH:25][c:26]([C:36](=[O:37])[O:38][CH3:39])[c:27](-[c:30]2[n:31][cH:32][cH:33][cH:34][cH:35]2)[n:28][cH:29]1>>[CH3:1][O:2][c:3]1[cH:4][c:5]([CH2:6][NH:7][C:36]([c:26]2[cH:25][c:24](-[c:23]3[c:18]([F:17])[n:19][cH:20][c:21]([CH3:40])[cH:22]3)[cH:29][n:28][c:27]2-[c:30]2[n:31][cH:32][cH:33][cH:34][cH:35]2)=[O:37])[cH:8][cH:9][c:10]1[O:11][CH3:12]. The reactants are C[Al](C)C, COc1ccc(CN)cc1OC, Cc1ccccc1, CCOC(C)=O, COC(=O)c1cc(-c2cc(C)cnc2F)cnc1-c1ccccn1. Yields the product COc1ccc(CNC(=O)c2cc(-c3cc(C)cnc3F)cnc2-c2ccccn2)cc1OC.